Dataset: the Open Reaction Database (ORD), a public repository of structured organic reaction records. Task: describe an organic reaction: reactants, conditions, products, and yield Reactants: CC1=CC(CC(C1CC=C(C)C)C)=O (3,5-dimethyl-4-(3-methyl-2-butenyl)-2-cyclohexen-1-one), C[Li] (methyllithium), [Cl-].[NH4+] (ammonium chloride). Solvent: O1CCCC1 (tetrahydrofuran). Conditions: temperature 0 celsius, time 4 hour. Product: CC1(C=C(C(C(C1)C)CC=C(C)C)C)O (1,3,5-Trimethyl-4-(3-methyl-2-butenyl)-2-cyclohexen-1-ol). Reaction SMILES: [CH3:1][C:2]1[CH:7]([CH2:8][CH:9]=[C:10]([CH3:12])[CH3:11])[CH:6]([CH3:13])[CH2:5][C:4](=[O:14])[CH:3]=1.[CH3:15][Li].[Cl-].[NH4+]>O1CCCC1>[CH3:15][C:4]1([OH:14])[CH2:5][CH:6]([CH3:13])[CH:7]([CH2:8][CH:9]=[C:10]([CH3:12])[CH3:11])[C:2]([CH3:1])=[CH:3]1 |f:2.3|. Procedure: A solution of 3,5-dimethyl-4-(3-methyl-2-butenyl)-2-cyclohexen-1-one (2.9 g, 0.015 mol), prepared according to Example 4, in anhydrous tetrahydrofuran (20 mL), was cooled to 0° C. under nitrogen and 1.6 M ethereal methyllithium (10 mL) added dropwise. The solution was allowed to warm to room temperature and stirred for 4 hours. The reaction mixture was poured into ammonium chloride solution and extracted with ether. The ether extracts were washed with water, brine and dried (Na2SO4). Solvent rem... Reactants: ClC(COC(=O)Cl)(Cl)Cl (2,2,2-Trichloroethoxycarbonyl chloride), Cl.OC1[C@H](N)[C@@H](O)[C@H](O)[C@H](O1)CO (D-glucosamine hydrochloride), C(=O)(O)[O-].[Na+] (NaHCO3). Run in O (water). Conditions: time 8 hour. Yields the product ClC(COC(=O)N[C@@H](C=O)[C@@H](O)[C@H](O)[C@H](O)CO)(Cl)Cl (2-deoxy-2-(2,2,2-trichloroethoxycarbonylamino)-D-glucose). The yield is 90.4%. RXN SMILES: [Cl:1][C:2]([Cl:9])([Cl:8])[CH2:3][O:4][C:5](Cl)=[O:6].Cl.[OH:11][CH:12]1[O:20][C@H:19]([CH2:21][OH:22])[C@@H:17]([OH:18])[C@H:15]([OH:16])[C@H:13]1[NH2:14].C([O-])(O)=O.[Na+]>O>[Cl:1][C:2]([Cl:9])([Cl:8])[CH2:3][O:4][C:5]([NH:14][C@H:13]([C@H:15]([C@@H:17]([C@@H:19]([CH2:21][OH:22])[OH:20])[OH:18])[OH:16])[CH:12]=[O:11])=[O:6] |f:1.2,3.4|. Reported procedure: 2,2,2-Trichloroethoxycarbonyl chloride (200 g, 0.944 mol) is added portionwise to a solution of D-glucosamine hydrochloride (v, 200 g, 0.927 mol) and NaHCO3 (200 g, 2.4 mol) in water (4 L) in a 10 L 3-neck round-bottom flask and the resulting mixture is mechanically stirred overnight at room temperature. The white precipitate that forms is collected by filtration using a 2 L fritted funnel, washed with ether (2 L), and dried at high vacuum for 3 hours to give 297 g (90%) of 2-deoxy-2-(2,2,2-tric... The reactants are ClC1=C(C=NC2=CC(=C(C=C12)OC)OC)C#N (4-chloro-6,7-dimethoxy-3-quinolinecarbonitrile), product, NC1=CC=CC=2CCCCC12 (1-amino-5,6,7,8-tetrahydronaphthalene), Cl.N1=CC=CC=C1 (pyridine hydrochloride). The solvent is C(C)OCCO (2-ethoxyethanol). Product: COC=1C=C2C(=C(C=NC2=CC1OC)C#N)NC1=CC=CC=2CCCCC12 (6,7-Dimethoxy-4-(5,6,7,8,-tetrahydro-naphthalen-1-ylamino)-quinoline-3-carbonitrile). RXN SMILES: Cl[C:2]1[C:11]2[C:6](=[CH:7][C:8]([O:14][CH3:15])=[C:9]([O:12][CH3:13])[CH:10]=2)[N:5]=[CH:4][C:3]=1[C:16]#[N:17].[NH2:18][C:19]1[C:28]2[CH2:27][CH2:26][CH2:25][CH2:24][C:23]=2[CH:22]=[CH:21][CH:20]=1.Cl.N1C=CC=CC=1>C(OCCO)C>[CH3:13][O:12][C:9]1[CH:10]=[C:11]2[C:6](=[CH:7][C:8]=1[O:14][CH3:15])[N:5]=[CH:4][C:3]([C:16]#[N:17])=[C:2]2[NH:18][C:19]1[C:28]2[CH2:27][CH2:26][CH2:25][CH2:24][C:23]=2[CH:22]=[CH:21][CH:20]=1 |f:2.3|. Reported procedure: Using an analogous procedure to that described in Example 150, 248.7 mg (1 mmol) of 4-chloro-6,7-dimethoxy-3-quinolinecarbonitrile, 176.7 mg (1.2 mmol) of 1-amino-5,6,7,8-tetrahydronaphthalene and 115.6 mg (1 mmol) of pyridine hydrochloride in 12 mL of 2-ethoxyethanol was refluxed for 2 hr. The work up gave 195.1 mg (54.3%) of the product as a yellow solid, m.p. 248° C. (dec.), mass (electrospray, m/e): M+H 360.1. HRCIMS: calcd 359.163 for C22H16N3O2Cl(M+), obsd 359.1632. The reactants are C1COCCO1, Cl, CS(=O)(=O)c1ccc(-c2ccn3c(I)cnc3c2)cc1, [K+], [K+], NCc1ccc(B(O)O)cc1, O=C([O-])[O-], O. The product is CS(=O)(=O)c1ccc(-c2ccn3c(-c4ccc(CN)cc4)cnc3c2)cc1. RXN SMILES: [CH2:39]1[O:40][CH2:41][CH2:42][O:43][CH2:44]1.[ClH:32].[I:1][c:2]1[cH:3][n:4][c:5]2[n:6]1[cH:7][cH:8][c:9](-[c:11]1[cH:12][cH:13][c:14]([S:17](=[O:18])(=[O:19])[CH3:20])[cH:15][cH:16]1)[cH:10]2.[K+:33].[K+:34].[NH2:21][CH2:22][c:23]1[cH:24][cH:25][c:26]([B:29]([OH:30])[OH:31])[cH:27][cH:28]1.[O-:35][C:36]([O-:37])=[O:38].[OH2:45]>>[c:2]1(-[c:26]2[cH:25][cH:24][c:23]([CH2:22][NH2:21])[cH:28][cH:27]2)[cH:3][n:4][c:5]2[n:6]1[cH:7][cH:8][c:9](-[c:11]1[cH:12][cH:13][c:14]([S:17](=[O:18])(=[O:19])[CH3:20])[cH:15][cH:16]1)[cH:10]2. Reactants: C([O-])([O-])=O.[K+].[K+] (potassium carbonate), BrCC=1C=CC(=C(C(=O)NC2=C(C(=O)OC(C)(C)C)C=CC(=C2)C2=CC=CC=C2)C1)OCOC (tert-butyl 2-(5-(bromomethyl)-2-(methoxymethoxy)benzamido)-4-phenylbenzoate), Cl.Cl.C(CC)N1CCNCC1 (1-propylpiperazine dihydrochloride). Solvent: CC(=O)C (acetone). Run at time 30 minute. The product is COCOC1=C(C(=O)NC2=C(C(=O)OC(C)(C)C)C=CC(=C2)C2=CC=CC=C2)C=C(C=C1)CN1CCN(CC1)CCC (tert-butyl 2-(2-(methoxymethoxy)-5-((4-propylpiperazin-1-yl)methyl)benzamido)-4-phenylbenzoate). Yield: 67.3%. Reaction SMILES: C(=O)([O-])[O-].[K+].[K+].Br[CH2:8][C:9]1[CH:10]=[CH:11][C:12]([O:37][CH2:38][O:39][CH3:40])=[C:13]([CH:36]=1)[C:14]([NH:16][C:17]1[CH:29]=[C:28]([C:30]2[CH:35]=[CH:34][CH:33]=[CH:32][CH:31]=2)[CH:27]=[CH:26][C:18]=1[C:19]([O:21][C:22]([CH3:25])([CH3:24])[CH3:23])=[O:20])=[O:15].Cl.Cl.[CH2:43]([N:46]1[CH2:51][CH2:50][NH:49][CH2:48][CH2:47]1)[CH2:44][CH3:45]>CC(C)=O>[CH3:40][O:39][CH2:38][O:37][C:12]1[CH:11]=[CH:10][C:9]([CH2:8][N:49]2[CH2:50][CH2:51][N:46]([CH2:43][CH2:44][CH3:45])[CH2:47][CH2:48]2)=[CH:36][C:13]=1[C:14]([NH:16][C:17]1[CH:29]=[C:28]([C:30]2[CH:31]=[CH:32][CH:33]=[CH:34][CH:35]=2)[CH:27]=[CH:26][C:18]=1[C:19]([O:21][C:22]([CH3:23])([CH3:24])[CH3:25])=[O:20])=[O:15] |f:0.1.2,4.5.6|. Procedure details: Under ice-cooling, potassium carbonate (0.19 g) and tert-butyl 2-(5-(bromomethyl)-2-(methoxymethoxy)benzamido)-4-phenylbenzoate (0.12 g) were sequentially added to an acetone (1.8 mL) suspension of 1-propylpiperazine dihydrochloride (0.13 g), followed by stirring at room temperature for 5 hours and 30 minutes. The solvent was evaporated under reduced pressure, and a saturated aqueous solution of sodium bicarbonate and chloroform were added to the residue. The organic layer was separated and drie... The reactants are CC1(OC[C@@H](O1)CONC(=O)C1=C(C2=C(C=NS2)C=C1)NC1=C(C=C(C=C1)SC)F)C (7-(2-fluoro-4-methylsulfanyl-phenylamino)-benzo[d]isothiazole-6-carboxylic acid ((R)-2,2-dimethyl-[1,3]dioxolan-4-ylmethoxy)-amide), aqueous solution, Cl (hydrochloric acid). The solvent is CO (MeOH). Run at time 1 hour. The product is O[C@@H](CONC(=O)C1=C(C2=C(C=NS2)C=C1)NC1=C(C=C(C=C1)SC)F)CO (7-(2-Fluoro-4-methylsulfanyl-phenylamino)-benzo[d]isothiazole-6-carboxylic acid ((R)-2,3-dihydroxy-propoxy)-amide). The yield is 26.8%. Reaction SMILES: CC1(C)[O:6][C@@H:5]([CH2:7][O:8][NH:9][C:10]([C:12]2[CH:20]=[CH:19][C:15]3[CH:16]=[N:17][S:18][C:14]=3[C:13]=2[NH:21][C:22]2[CH:27]=[CH:26][C:25]([S:28][CH3:29])=[CH:24][C:23]=2[F:30])=[O:11])[CH2:4][O:3]1.Cl>CO>[OH:6][C@H:5]([CH2:4][OH:3])[CH2:7][O:8][NH:9][C:10]([C:12]1[CH:20]=[CH:19][C:15]2[CH:16]=[N:17][S:18][C:14]=2[C:13]=1[NH:21][C:22]1[CH:27]=[CH:26][C:25]([S:28][CH3:29])=[CH:24][C:23]=1[F:30])=[O:11]. Reported procedure: To a solution of 7-(2-fluoro-4-methylsulfanyl-phenylamino)-benzo[d]isothiazole-6-carboxylic acid ((R)-2,2-dimethyl-[1,3]dioxolan-4-ylmethoxy)-amide (170 mg, 0.37 mmol) in MeOH (2 mL) was added a 1.0M aqueous solution of hydrochloric acid (0.80 mL). The reaction mixture was stirred at room temperature for 1 hour before being concentrated in vacuo. The residue was taken up in ethyl acetate, washed with a saturated aqueous solution of sodium hydrogen carbonate followed by brine, dried (Na2SO4), fil... Starting materials: NC1=NC=C(C=N1)C(=O)OC (Methyl 2-aminopyrimidine-5-carboxylate), [OH-].[Li+] (Lithium hydroxide). Reagents/catalysts: O (water). Run in CO (methanol). Conditions: temperature 60 celsius, time 8 hour. Product: NC1=NC=C(C=N1)C(=O)O (2-aminopyrimidine-5-carboxylic acid). As a reaction SMILES: [NH2:1][C:2]1[N:7]=[CH:6][C:5]([C:8]([O:10]C)=[O:9])=[CH:4][N:3]=1.[OH-].[Li+]>CO.O>[NH2:1][C:2]1[N:7]=[CH:6][C:5]([C:8]([OH:10])=[O:9])=[CH:4][N:3]=1 |f:1.2|. Procedure: Methyl 2-aminopyrimidine-5-carboxylate (300 mg, 2.0 mmol) was diluted in methanol (5 mL) containing a few drops of water. Lithium hydroxide (122 mg, 5.1 mmol) was added, and the reaction mixture was stirred at 60° C. overnight. The mixture was concentrated under reduced pressure, then diluted in water and adjusted to pH 4 with 1M HCl. 2-Aminopyrimidine-5-carboxylic acid precipitated as a white solid, which was isolated by vacuum filtration (244 mg, 90%): 1H NMR (DMSO-d6) δ: 12.73 (1H, br s), 8.6... Yields the product COC(=O)C(=O)C(Cl)c1ccccc1. RXN SMILES: [CH3:1][O:2][C:3]([C:4]([CH:5]([c:6]1[cH:7][cH:8][c:9]([F:12])[cH:10][cH:11]1)[Cl:13])=[O:14])=[O:15].[CH:16]([c:17]1[cH:18][cH:19][cH:20][cH:21][cH:22]1)=[O:23].[F:24][c:25]1[cH:26][cH:27][c:28]([CH:29]=[O:30])[cH:31][cH:32]1>>[CH3:1][O:2][C:3]([C:4]([CH:5]([c:6]1[cH:7][cH:8][cH:9][cH:10][cH:11]1)[Cl:13])=[O:14])=[O:15]. Starting materials: COC(=O)C(=O)C(Cl)c1ccc(F)cc1, O=Cc1ccccc1, O=Cc1ccc(F)cc1. The reactants are O.N (water NH3), CC1=CC=C(C=N1)CCC1=CNC(C2=CC=CC=C12)=O (4-[2-(6-methyl-pyridin-3-yl)-ethyl]-2H-isoquinolin-1-one), P(=O)(Cl)(Cl)Cl (phosphorus oxychloride), Cl (HCl). The solvent is CCOC(=O)C (EtOAc), C(C)#N (acetonitrile), O1CCOCC1 (dioxane). Yields the product ClC1=NC=C(C2=CC=CC=C12)CCC=1C=NC(=CC1)C (1-chloro-4-[2-(6-methyl-pyridin-3-yl)-ethyl]-isoquinoline). As a reaction SMILES: [CH3:1][C:2]1[N:7]=[CH:6][C:5]([CH2:8][CH2:9][C:10]2[C:19]3[C:14](=[CH:15][CH:16]=[CH:17][CH:18]=3)[C:13](=O)[NH:12][CH:11]=2)=[CH:4][CH:3]=1.P(Cl)(Cl)([Cl:23])=O.Cl.O.N>C(#N)C.O1CCOCC1.CCOC(C)=O>[Cl:23][C:13]1[C:14]2[C:19](=[CH:18][CH:17]=[CH:16][CH:15]=2)[C:10]([CH2:9][CH2:8][C:5]2[CH:6]=[N:7][C:2]([CH3:1])=[CH:3][CH:4]=2)=[CH:11][N:12]=1 |f:3.4|. Reported procedure: 3.12 g (11.8 mmol) of 4-[2-(6-methyl-pyridin-3-yl)-ethyl]-2H-isoquinolin-1-one in 48 ml of acetonitrile are mixed, whilst excluding air, with 3.7 ml (40 mmol) of phosphorus oxychloride and 6 ml of 4 N HCl in dioxane and stirred for 18 h at 55° C. After cooling to RT, water/NH3 conc. 10:1 (pH=9) and EtOAc are added, the water phase is separated and extraction effected twice with EtOAc. The organic phases are washed with water and brine, dried (Na2SO4) and concentrated by evaporation to form 1-chl...